Dataset: the Open Reaction Database (ORD), a public repository of structured organic reaction records. Task: describe an organic reaction: reactants, conditions, products, and yield Starting materials: N1C=NC=C1 (imidazole), C1(=CC=CC=C1)P(C1=CC=CC=C1)C1=CC=CC=C1 (Triphenylphosphine), II (iodine), OCC#CCOCC#N ((4-hydroxy-but-2-ynyloxy)-acetonitrile). Solvent: C(Cl)Cl (CH2Cl2). Run at time 5 minute. The product is ICC#CCOCC#N ((4-iodo-but-2-ynyloxy)-acetonitrile). The yield is 92.0%. As a reaction SMILES: C1(P(C2C=CC=CC=2)C2C=CC=CC=2)C=CC=CC=1.[I:20]I.O[CH2:23][C:24]#[C:25][CH2:26][O:27][CH2:28][C:29]#[N:30].N1C=CN=C1>C(Cl)Cl>[I:20][CH2:23][C:24]#[C:25][CH2:26][O:27][CH2:28][C:29]#[N:30]. Procedure details: Triphenylphosphine (10.94 g, 41.7 mmol) and iodine (10.55 g, 41.6 mmol were added sequentially to a solution of (4-hydroxy-but-2-ynyloxy)-acetonitrile (4.35 g, 34.8 mmol) in CH2Cl2 (100 mL). The reaction mixture became homogeneous after 5 min at rt and imidazole (2.76 g, 40.5 mmol) was added slowly in small portions. After 1.5 h at rt, the reaction was filtered through activity I basic alumina, washing with 20% EtOAc/Hexane. The filtrate was concentrated in vacuo then purified by flash column ch... Reactants: CC(C)(C)[Si](OCCCO)(c1ccccc1)c1ccccc1, ClCCl, CCOCC, O=[Cr](=O)([O-])Cl, c1cc[nH+]cc1. Product: CC(C)(C)[Si](OCCC=O)(c1ccccc1)c1ccccc1. As a reaction SMILES: [C:1]([CH3:2])([CH3:3])([CH3:4])[Si:5]([O:6][CH2:7][CH2:8][CH2:9][OH:10])([c:11]1[cH:12][cH:13][cH:14][cH:15][cH:16]1)[c:17]1[cH:18][cH:19][cH:20][cH:21][cH:22]1.[CH2:34]([Cl:35])[Cl:36].[CH3:37][CH2:38][O:39][CH2:40][CH3:41].[O:23]=[Cr:24]([Cl:25])([O-:26])=[O:27].[nH+:28]1[cH:29][cH:30][cH:31][cH:32][cH:33]1>>[C:1]([CH3:2])([CH3:3])([CH3:4])[Si:5]([O:6][CH2:7][CH2:8][CH:9]=[O:10])([c:11]1[cH:12][cH:13][cH:14][cH:15][cH:16]1)[c:17]1[cH:18][cH:19][cH:20][cH:21][cH:22]1. Reactants: CO, O=CO, COC(=O)c1c[nH]c(-c2ccc(Cl)cc2C(F)(F)F)c1C, [Na+], [OH-]. The product is Cc1c(C(=O)O)c[nH]c1-c1ccc(Cl)cc1C(F)(F)F. As a reaction SMILES: [CH3:27][OH:28].[CH:24]([OH:25])=[O:26].[Cl:1][c:2]1[cH:3][c:4]([C:18]([F:19])([F:20])[F:21])[c:5](-[c:8]2[c:9]([CH3:17])[c:10]([C:13](=[O:14])[O:15][CH3:16])[cH:11][nH:12]2)[cH:6][cH:7]1.[Na+:23].[OH-:22]>>[Cl:1][c:2]1[cH:3][c:4]([C:18]([F:19])([F:20])[F:21])[c:5](-[c:8]2[c:9]([CH3:17])[c:10]([C:13](=[O:14])[OH:15])[cH:11][nH:12]2)[cH:6][cH:7]1. Starting materials: Alkene, C[O-].[Na+] (sodium methoxide), O(C)C1=CC2=C(N=C(S2)C2=CC=C(CP(OCC)(OCC)=O)C=C2)C=C1 (diethyl 4-(6-methoxyl benzothiazol-2-yl)benzylphosphonate), [N+](=O)([O-])C=1C=C(C=O)C=CC1 (3-nitrobenzaldehyde). The solvent is CO (MeOH). The product is [N+](=O)([O-])C=1C=C(C=CC1)C=CC1=CC=C(C=C1)C=1SC2=C(N1)C=CC(=C2)OC (2-{4-[2-(3-Nitrophenyl)-vinyl]-phenyl}-6-methoxybenzothiazole). Reaction SMILES: [O:1]([C:3]1[CH:26]=[CH:25][C:6]2[N:7]=[C:8]([C:10]3[CH:24]=[CH:23][C:13]([CH2:14]P(=O)(OCC)OCC)=[CH:12][CH:11]=3)[S:9][C:5]=2[CH:4]=1)[CH3:2].[N+:27]([C:30]1[CH:31]=[C:32]([CH:35]=[CH:36][CH:37]=1)[CH:33]=O)([O-:29])=[O:28].C[O-].[Na+]>CO>[N+:27]([C:30]1[CH:31]=[C:32]([CH:33]=[CH:14][C:13]2[CH:12]=[CH:11][C:10]([C:8]3[S:9][C:5]4[CH:4]=[C:3]([O:1][CH3:2])[CH:26]=[CH:25][C:6]=4[N:7]=3)=[CH:24][CH:23]=2)[CH:35]=[CH:36][CH:37]=1)([O-:29])=[O:28] |f:2.3|. Procedure: Prepared as described in the Alkene Formation section using diethyl 4-(6-methoxyl benzothiazol-2-yl)benzylphosphonate (0.10 g, 0.25 mmol) and 3-nitrobenzaldehyde (0.39 g, 0.25 mmol) in dry MeOH (10 ml) and 0.5 M sodium methoxide (1.02 ml, 0.51 mmol) to give the title compound as (0.079 g, 80%) yellow, feathery crystals after work-up and recrystallisation from CHCl3. Reactants: ice water, C(C1=CC=CC=C1)OC=1C=C(C=CC1C=O)CNCCOC(C(C)(C)C)=O (2,2-dimethylpropionic acid 2-[(3-benzyloxy-4-formylphenyl)methylamino]ethyl ester), [Cl-].S1C(=CC=C1)C[P+](C1=CC=CC=C1)(C1=CC=CC=C1)C1=CC=CC=C1 (Thiophene-2-ylmethyl triphenylphosphonium chloride), [Li]C=1C=CC=CC1 (PhLi). The solvent is C1CCOC1 (THF), C1CCOC1 (THF). Run at time 20 minute. Yields the product C(C1=CC=CC=C1)OC=1C=C(C=CC1C=CC=1SC=CC1)CNCCOC(C(C)(C)C)=O (2,2-dimethylpropionic acid 2-{[3-benzyloxy-4-(2-thiophene-2-ylvinyl)-phenyl]methylamino}ethyl ester). Reaction SMILES: [Cl-].[S:2]1[CH:6]=[CH:5][CH:4]=[C:3]1[CH2:7][P+](C1C=CC=CC=1)(C1C=CC=CC=1)C1C=CC=CC=1.[Li]C1C=CC=CC=1.[CH2:34]([O:41][C:42]1[CH:43]=[C:44]([CH2:50][NH:51][CH2:52][CH2:53][O:54][C:55](=[O:60])[C:56]([CH3:59])([CH3:58])[CH3:57])[CH:45]=[CH:46][C:47]=1[CH:48]=O)[C:35]1[CH:40]=[CH:39][CH:38]=[CH:37][CH:36]=1>C1COCC1>[CH2:34]([O:41][C:42]1[CH:43]=[C:44]([CH2:50][NH:51][CH2:52][CH2:53][O:54][C:55](=[O:60])[C:56]([CH3:59])([CH3:58])[CH3:57])[CH:45]=[CH:46][C:47]=1[CH:48]=[CH:7][C:3]1[S:2][CH:6]=[CH:5][CH:4]=1)[C:35]1[CH:40]=[CH:39][CH:38]=[CH:37][CH:36]=1 |f:0.1|. Procedure details: Thiophene-2-ylmethyl triphenylphosphonium chloride (9.0 g, 22.7 mmol) was added to THF (80 ml), and PhLi (12.0 g of 19% solution in hexane, 27.2 mmol) was added dropwise thereto in an ice bath. After 20 minutes, 2,2-dimethylpropionic acid 2-[(3-benzyloxy-4-formylphenyl)methylamino]ethyl ester (7.0 g, 18.9 mmol) dissolved in THF (20 ml) was added dropwise. The mixture was reacted for 2 hours. After the reaction mixture was added to 300 ml of ice water, the oily matter was subjected to 3 times of ... Starting materials: CN(C)P(=O)(N(C)C)N(C)C, Cc1cc(C)c(C(=O)c2cccc(F)c2)c(C)c1, [H-], [Na+], O, c1c[nH]cn1. The product is Cc1cc(C)c(C(=O)c2cccc(-n3ccnc3)c2)c(C)c1. Reaction SMILES: [CH3:27][N:28]([CH3:29])[P:30](=[O:31])([N:32]([CH3:33])[CH3:34])[N:35]([CH3:36])[CH3:37].[F:8][c:9]1[cH:10][c:11]([C:12](=[O:13])[c:14]2[c:15]([CH3:22])[cH:16][c:17]([CH3:21])[cH:18][c:19]2[CH3:20])[cH:23][cH:24][cH:25]1.[H-:1].[Na+:2].[OH2:26].[nH:3]1[cH:4][n:5][cH:6][cH:7]1>>[n:3]1(-[c:9]2[cH:10][c:11]([C:12](=[O:13])[c:14]3[c:15]([CH3:22])[cH:16][c:17]([CH3:21])[cH:18][c:19]3[CH3:20])[cH:23][cH:24][cH:25]2)[cH:4][n:5][cH:6][cH:7]1.